This data is from the Open Reaction Database (ORD), a public repository of structured organic reaction records. The task is: describe an organic reaction: reactants, conditions, products, and yield The reactants are O1C(C2(CC1)C(C1=C(S2)C=CC=C1)=O)=O (4',5'-dihydrospiro[benzo[b]-thiophene-2(3H),3'(2'H)-furan]-3,2'-dione), [Cl-].[Na+] (sodium chloride). Solvent: CS(=O)C (dimethylsulfoxide), ice water. Reaction conditions: time 3.5 hour. Yields the product O=C1C2=C(SC13CC3)C=CC=C2 (3-oxo-2,3-dihydro[1]benzothiophene-2-spirocyclopropane). Yield: 81.2%. RXN SMILES: O1[CH2:5][CH2:4][C:3]2([S:9][C:8]3[CH:10]=[CH:11][CH:12]=[CH:13][C:7]=3[C:6]2=[O:14])C1=O.[Cl-].[Na+]>CS(C)=O>[O:14]=[C:6]1[C:3]2([CH2:4][CH2:5]2)[S:9][C:8]2[CH:10]=[CH:11][CH:12]=[CH:13][C:7]1=2 |f:1.2|. Procedure: A mixture of 8.0 g of 4',5'-dihydrospiro[benzo[b]-thiophene-2(3H),3'(2'H)-furan]-3,2'-dione, 2.3 g of sodium chloride and 20 ml of dimethylsulfoxide is stirred in nitrogen streams at 155°-160° C. for 3.5 hours. The reaction mixture is poured in ice-water, the resultant precipitate recovered by filtration and rinsed, and the residue recrystallized from methanol. By the above procedure there is obtained 5.2 g of 3-oxo-2,3-dihydro[1]benzothiophene-2-spirocyclopropane as colorless platelets melting ... Solvent: CN(C=O)C (N,N-dimethylformamide). Product: C(C1=CC=CC=C1)OC1=CC=C(OC2=C(C=C(C=C2)OCC)[N+](=O)[O-])C=C1 (4-[4-(benzyloxy)phenoxy]-3-nitrophenetole). Reported procedure: To a solution of 4-(benzyloxy)phenol (5.68 g, 28.4 mmol) in N,N-dimethylformamide (100 ml) was added potassium tert-butoxide (3.50 g, 31.2 mmol), and after stirring for 10 minutes, 1-chloro-4-ethoxy-2-nitrobenzene (5.73 g, 28.4 mmol) was added to the reaction solution, followed by stirring at 150° C. for 2 hours. The reaction solution was cooled to room temperature, poured into water and extracted with ethyl acetate. The organic layer was washed with water and a saturated aqueous sodium chloride... Reaction SMILES: [CH2:1]([O:8][C:9]1[CH:14]=[CH:13][C:12]([OH:15])=[CH:11][CH:10]=1)[C:2]1[CH:7]=[CH:6][CH:5]=[CH:4][CH:3]=1.CC(C)([O-])C.[K+].Cl[C:23]1[CH:28]=[CH:27][C:26]([O:29][CH2:30][CH3:31])=[CH:25][C:24]=1[N+:32]([O-:34])=[O:33].O>CN(C)C=O>[CH2:1]([O:8][C:9]1[CH:10]=[CH:11][C:12]([O:15][C:23]2[CH:28]=[CH:27][C:26]([O:29][CH2:30][CH3:31])=[CH:25][C:24]=2[N+:32]([O-:34])=[O:33])=[CH:13][CH:14]=1)[C:2]1[CH:3]=[CH:4][CH:5]=[CH:6][CH:7]=1 |f:1.2|. Conditions: time 10 minute. Reactants: C(C1=CC=CC=C1)OC1=CC=C(C=C1)O (4-(benzyloxy)phenol), CC(C)([O-])C.[K+] (potassium tert-butoxide), O (water), ClC1=C(C=C(C=C1)OCC)[N+](=O)[O-] (1-chloro-4-ethoxy-2-nitrobenzene). Yield: 69.2%. Reactants: NCCCCN1C(=NC=2C(=NC=3C=CC=CC3C21)N)CCOC (1-(4-aminobutyl)-2-methoxyethyl-1H-imidazo[4,5-c]quinolin-4-amine). Reagents/catalysts: [Pt](=O)=O (platinum (IV) oxide). Run in FC(C(=O)O)(F)F (trifluoroacetic acid). Run at time 25 day. Product: NCCCCN1C(=NC=2C(=NC=3CCCCC3C21)N)CCOC (1-(4-aminobutyl)-6,7,8,9-tetrahydro-2-methoxyethyl-1H-imidazo[4,5-c]quinolin-4-amine). Isolated yield 45.0%. As a reaction SMILES: [NH2:1][CH2:2][CH2:3][CH2:4][CH2:5][N:6]1[C:18]2[C:17]3[CH:16]=[CH:15][CH:14]=[CH:13][C:12]=3[N:11]=[C:10]([NH2:19])[C:9]=2[N:8]=[C:7]1[CH2:20][CH2:21][O:22][CH3:23]>FC(F)(F)C(O)=O.[Pt](=O)=O>[NH2:1][CH2:2][CH2:3][CH2:4][CH2:5][N:6]1[C:18]2[C:17]3[CH2:16][CH2:15][CH2:14][CH2:13][C:12]=3[N:11]=[C:10]([NH2:19])[C:9]=2[N:8]=[C:7]1[CH2:20][CH2:21][O:22][CH3:23]. Procedure details: A catalytic amount of platinum (IV) oxide was added to a solution of 1-(4-aminobutyl)-2-methoxyethyl-1H-imidazo[4,5-c]quinolin-4-amine (7.7 g, 24.5 mmol) in trifluoroacetic acid (250 mL). The reaction mixture was hydrogenated at 50 psi (3.44×105 Pa) on a Parr apparatus. The progress of the reaction was monitored by LC/MS. Additional catalyst was added 7, 11, and 17 days after the start of the reaction. After 25 days the reaction was complete. The reaction mixture was filtered through a layer of ... The reactants are CCN=C=NCCCN(C)C, CCN(C(C)C)C(C)C, FC(F)(F)c1cccc(OC2CCNC2)c1, CN(C)C=O, O, On1nnc2ccccc21, O=C(O)CNC(=O)c1cc(-c2ccccc2)[nH]n1. Yields the product O=C(NCC(=O)N1CCC(Oc2cccc(C(F)(F)F)c2)C1)c1cc(-c2ccccc2)[nH]n1. RXN SMILES: [CH3:38][CH2:39][N:40]=[C:41]=[N:42][CH2:43][CH2:44][CH2:45][N:46]([CH3:47])[CH3:48].[CH:1]([N:2]([CH2:3][CH3:4])[CH:5]([CH3:6])[CH3:7])([CH3:8])[CH3:9].[F:49][C:50]([c:51]1[cH:52][c:53]([O:54][CH:55]2[CH2:56][NH:57][CH2:58][CH2:59]2)[cH:60][cH:61][cH:62]1)([F:63])[F:64].[O:65]=[CH:66][N:67]([CH3:68])[CH3:69].[OH2:70].[OH:28][n:29]1[c:30]2[c:31]([cH:32][cH:33][cH:34][cH:35]2)[n:36][n:37]1.[c:10]1(-[c:16]2[cH:17][c:18]([C:21](=[O:22])[NH:23][CH2:24][C:25](=[O:26])[OH:27])[n:19][nH:20]2)[cH:11][cH:12][cH:13][cH:14][cH:15]1>>[c:10]1(-[c:16]2[cH:17][c:18]([C:21](=[O:22])[NH:23][CH2:24][C:25](=[O:27])[N:57]3[CH2:56][CH:55]([O:54][c:53]4[cH:52][c:51]([C:50]([F:49])([F:63])[F:64])[cH:62][cH:61][cH:60]4)[CH2:59][CH2:58]3)[n:19][nH:20]2)[cH:11][cH:12][cH:13][cH:14][cH:15]1. Starting materials: NC1=C(C(=NC(=C1)CC)CC)C(=O)OC (methyl 4-amino-2,6-diethylpyridine-3-carboxylate), [OH-].[Na+] (sodium hydroxide). Run in CO (methanol). Product: NC1=C(C(=NC(=C1)CC)CC)C(=O)O (4-amino-2,6-diethylpyridine-3-carboxylic acid). The yield is 94.2%. RXN SMILES: [NH2:1][C:2]1[CH:7]=[C:6]([CH2:8][CH3:9])[N:5]=[C:4]([CH2:10][CH3:11])[C:3]=1[C:12]([O:14]C)=[O:13].[OH-].[Na+]>CO>[NH2:1][C:2]1[CH:7]=[C:6]([CH2:8][CH3:9])[N:5]=[C:4]([CH2:10][CH3:11])[C:3]=1[C:12]([OH:14])=[O:13] |f:1.2|. Reported procedure: Methyl 4-amino-2,6-diethylpyridine-3-carboxylate (B) (3.94 g) was added to a mixture of 2M sodium hydroxide solution (9.5 ml) and methanol (40 ml) and the mixture was heated at reflux for 16 hours. The solution was cooled to ambient temperature and volatile material was removed by evaporation. The residue was partitioned between ethyl acetate and a mixture of 2M hydrochloric acid (9.5 ml) and water (20 ml). The aqueous phase was separated, water was removed by evaporation and the residue was ext... The reactants are CC(C)C(O)C(NC(CO)c1ccccc1)C(=O)OC(C)(C)C, CO. The product is CC(C)C(O)C(N)C(=O)OC(C)(C)C. Reaction SMILES: [C:1]([CH3:2])([CH3:3])([CH3:4])[O:5][C:6]([CH:7]([CH:8]([CH:9]([CH3:10])[CH3:11])[OH:12])[NH:13][CH:14]([c:15]1[cH:16][cH:17][cH:18][cH:19][cH:20]1)[CH2:21][OH:22])=[O:23].[CH3:24][OH:25]>>[C:1]([CH3:2])([CH3:3])([CH3:4])[O:5][C:6]([CH:7]([CH:8]([CH:9]([CH3:10])[CH3:11])[OH:12])[NH2:13])=[O:23]. Yields the product CC(=O)OC1CCC2(C)C(CCC3C2CCC2(C)C3CCC2(Br)C(C)=O)C1. Reactants: O=C1CCC(=O)N1Br, CC(=O)OC1CCC2(C)C(CCC3C2CCC2(C)C(C(C)=O)CCC32)C1, O=C(OOC(=O)c1ccccc1)c1ccccc1, ClC(Cl)(Cl)Cl. As a reaction SMILES: [Br:27][N:28]1[C:29](=[O:30])[CH2:31][CH2:32][C:33]1=[O:34].[C:1]([CH3:2])(=[O:3])[O:4][CH:5]1[CH2:6][CH:7]2[CH2:8][CH2:9][CH:10]3[CH:11]4[CH2:12][CH2:13][CH:14]([C:15]([CH3:16])=[O:17])[C:18]4([CH3:26])[CH2:19][CH2:20][CH:21]3[C:22]2([CH3:25])[CH2:23][CH2:24]1.[C:35]([O:36][O:37][C:38](=[O:39])[c:40]1[cH:41][cH:42][cH:43][cH:44][cH:45]1)(=[O:46])[c:47]1[cH:48][cH:49][cH:50][cH:51][cH:52]1.[C:53]([Cl:54])([Cl:55])([Cl:56])[Cl:57]>>[C:1]([CH3:2])(=[O:3])[O:4][CH:5]1[CH2:6][CH:7]2[CH2:8][CH2:9][CH:10]3[CH:11]4[CH2:12][CH2:13][C:14]([C:15]([CH3:16])=[O:17])([Br:27])[C:18]4([CH3:26])[CH2:19][CH2:20][CH:21]3[C:22]2([CH3:25])[CH2:23][CH2:24]1. Reactants: C(C=C)C12C3C(C(C=C1)C2)C(=O)OC3=O (allylbicyclo[2.2.1]hept-5-ene-2,3-dicarboxylic acid anhydride), CC(C)(CN)CO (neopentanolamine). Yields the product CC(CN=C(O)C1C2(C=CC(C1C(=O)O)C2)CC=C)(CO)C (Allylbicyclo[2.2.1]hept-5-ene-2,3-dicarboxylic acid N-(2',2'-dimethyl-3'-hydroxypropyl)imide). Reaction SMILES: [CH2:1]([C:4]12[CH2:10][CH:7]([CH:8]=[CH:9]1)[CH:6]1[C:11]([O:13][C:14](=[O:15])[CH:5]21)=[O:12])[CH:2]=[CH2:3].[CH3:16][C:17]([CH2:21][OH:22])([CH2:19][NH2:20])[CH3:18]>>[CH3:16][C:17]([CH3:18])([CH2:21][OH:22])[CH2:19][N:20]=[C:14]([CH:5]1[CH:6]([C:11]([OH:13])=[O:12])[CH:7]2[CH2:10][C:4]1([CH2:1][CH:2]=[CH2:3])[CH:9]=[CH:8]2)[OH:15]. Reported procedure: 204 g of allylbicyclo[2.2.1]hept-5-ene-2,3-dicarboxylic acid anhydride are reacted with 103 g of neopentanolamine for 4 hours at 120° C., and the product is isolated by distillation. 268 g (92.7% of theory) of a yellow oil with a refractive index n25D of 1.5190 and a viscosity of 6.21 Pa.s are obtained at a temperature in the range from 169° to 172° C. at 2.53 Pa. The reactants are C(C)(C)(C)C1=CC=C(C#N)C=C1 (p-t-butylbenzonitrile), [Cl-].[Li+] (lithium chloride), [N-]=[N+]=[N-].[Na+] (sodium azide), [Br-].C(C)[NH+](CC)CC (triethylammonium bromide), Cl (hydrochloric acid). The solvent is CN(C)C=O (DMF), O (water). Yields the product C(C)(C)(C)C1=CC=C(C=C1)C1=NN=NN1 (5-(4-t-butylphenyl)tetrazole). Yield: 70.7%. As a reaction SMILES: [C:1]([C:5]1[CH:12]=[CH:11][C:8]([C:9]#[N:10])=[CH:7][CH:6]=1)([CH3:4])([CH3:3])[CH3:2].[Cl-].[Li+].[N-:15]=[N+:16]=[N-:17].[Na+].[Br-].C([NH+](CC)CC)C.Cl>CN(C=O)C.O>[C:1]([C:5]1[CH:6]=[CH:7][C:8]([C:9]2[NH:17][N:16]=[N:15][N:10]=2)=[CH:11][CH:12]=1)([CH3:4])([CH3:2])[CH3:3] |f:1.2,3.4,5.6|. Reported procedure: In a 250 ml round-bottomed flask fitted with reflux condenser, 4.9 g of p-t-butylbenzonitrile, 3.82 g of lithium chloride and 5.85 g of sodium azide and 8.2 g of triethylammonium bromide in 100 ml of DMF are heated at 120° C. for 8 hours. After cooling to room temperature, 100 ml of water are added and the mixture is admicxed in an ice bath with dilute hydrochloric acid until no further solid precipitates. The precipitate is filtered off with suction, washed with water and dried. Recrystallizati... The reactants are CN(C)CCOc1ccc([N+](=O)[O-])c(Oc2ccccc2)c1, CCOC(C)=O, [H][H]. Product: CN(C)CCOc1ccc(N)c(Oc2ccccc2)c1. RXN SMILES: [CH3:1][N:2]([CH2:3][CH2:4][O:5][c:6]1[cH:7][c:8]([O:15][c:16]2[cH:17][cH:18][cH:19][cH:20][cH:21]2)[c:9]([N+:12]([O-:13])=[O:14])[cH:10][cH:11]1)[CH3:22].[CH3:25][CH2:26][O:27][C:28](=[O:29])[CH3:30].[H:23][H:24]>>[CH3:1][N:2]([CH2:3][CH2:4][O:5][c:6]1[cH:7][c:8]([O:15][c:16]2[cH:17][cH:18][cH:19][cH:20][cH:21]2)[c:9]([NH2:12])[cH:10][cH:11]1)[CH3:22].